Dataset: the Open Reaction Database (ORD), a public repository of structured organic reaction records. Task: describe an organic reaction: reactants, conditions, products, and yield Reactants: CSC1=C(C=CC=C1)CO ((2-methylsulfanylphenyl)methanol), [Cr](=O)(=O)([O-])Cl.[NH+]1=CC=CC=C1 (pyridinium chlorochromate). The solvent is ClCCl (dichloromethane). Reaction conditions: time 1 hour. Product: CSC1=C(C=O)C=CC=C1 (2-methylsulfanylbenzaldehyde). Yield: 70.8%. As a reaction SMILES: [CH3:1][S:2][C:3]1[CH:8]=[CH:7][CH:6]=[CH:5][C:4]=1[CH2:9][OH:10].[Cr](Cl)([O-])(=O)=O.[NH+]1C=CC=CC=1>ClCCl>[CH3:1][S:2][C:3]1[CH:8]=[CH:7][CH:6]=[CH:5][C:4]=1[CH:9]=[O:10] |f:1.2|. Procedure: To a solution of (2-methylsulfanylphenyl)methanol (0.20 g, 1.3 mmol) obtained in Step 1 in dichloromethane (4.0 mL), Celite (0.40 g) and pyridinium chlorochromate (0.42 g, 1.9 mmol) were added, followed by stirring at room temperature for 1.0 hour. The reaction mixture was filtered and the filtrate was concentrated under reduced pressure. The residue was purified by silica gel column chromatography (hexane/ethyl acetate=95/5 to 80/20) to obtain 2-methylsulfanylbenzaldehyde (0.14 g, 69%).